From a dataset of the Open Reaction Database (ORD), a public repository of structured organic reaction records. describe an organic reaction: reactants, conditions, products, and yield Reactants: NC1=CC=C(C=N1)C(C)(C)O (2-(6-aminopyridin-3-yl)propan-2-ol), BrCC(C(=O)C1=CC=CC=C1)=O (3-bromo-1-phenylpropane-1,2-dione). Run in COCCOCCOC (diglyme), C1CCOC1 (THF). Run at temperature 4 celsius, time 15 hour. The product is Br.OC(C)(C)C=1C=CC=2N(C1)C=C(N2)C(=O)C2=CC=CC=C2 ([6-(1-hydroxy-1-methylethyl)imidazo[1,2-a]pyridin-2-yl](phenyl)methanone hydrobromide). Yield: 12.6%. RXN SMILES: [NH2:1][C:2]1[N:7]=[CH:6][C:5]([C:8]([OH:11])([CH3:10])[CH3:9])=[CH:4][CH:3]=1.[Br:12][CH2:13][C:14](=O)[C:15]([C:17]1[CH:22]=[CH:21][CH:20]=[CH:19][CH:18]=1)=[O:16]>COCCOCCOC.C1COCC1>[BrH:12].[OH:11][C:8]([C:5]1[CH:4]=[CH:3][C:2]2[N:7]([CH:13]=[C:14]([C:15]([C:17]3[CH:22]=[CH:21][CH:20]=[CH:19][CH:18]=3)=[O:16])[N:1]=2)[CH:6]=1)([CH3:9])[CH3:10] |f:4.5|. Procedure: To a solution of 0.2 g of 2-(6-aminopyridin-3-yl)propan-2-ol in 10 mL of diglyme is added a solution of 0.358 g of 3-bromo-1-phenylpropane-1,2-dione in 5 mL of THF. The reaction mixture is stirred for 15 hours at 4° C. and then concentrated to dryness under reduced pressure. The residue is chromatographed on a column of silica, eluting with dichloromethane and then with a 98/2 mixture of dichloromethane and methanol. The fractions containing the expected product are combined and concentrated to ... Reactants: O=C([O-])O, ClCCl, [Na+], C1=COCCC1, C#CCO, Cc1ccc(S(=O)(=O)O)cc1. Product: C#CCOC1CCCCO1. As a reaction SMILES: [C:22](=[O:23])([OH:24])[O-:25].[CH2:27]([Cl:28])[Cl:29].[Na+:26].[O:5]1[CH2:6][CH2:7][CH2:8][CH:9]=[CH:10]1.[OH:1][CH2:2][C:3]#[CH:4].[c:11]1([CH3:12])[cH:13][cH:14][c:15]([S:16]([OH:17])(=[O:18])=[O:19])[cH:20][cH:21]1>>[O:1]([CH2:2][C:3]#[CH:4])[CH:10]1[O:5][CH2:6][CH2:7][CH2:8][CH2:9]1. Starting materials: BrC1=NC=C(C=O)C=C1 (6-Bromonicotinaldehyde), O1C=C(C=C1)B(O)O (3-furanboronic acid). Yields the product O1C=C(C=C1)C1=NC=C(C=O)C=C1 (6-(Furan-3-yl)nicotinaldehyde). As a reaction SMILES: Br[C:2]1[CH:9]=[CH:8][C:5]([CH:6]=[O:7])=[CH:4][N:3]=1.[O:10]1[CH:14]=[CH:13][C:12](B(O)O)=[CH:11]1>>[O:10]1[CH:14]=[CH:13][C:12]([C:2]2[CH:9]=[CH:8][C:5]([CH:6]=[O:7])=[CH:4][N:3]=2)=[CH:11]1. Reported procedure: Synthesized using compound 43c (976 mg, 5.25 mmol) and 3-furanboronic acid (881 mg, 7.87 mmol) according to Method C. Crude product was purified by flash chromatography on silica-gel using a mixture of hexane/ethyl acetate (10:1) as eluent. White solid. Yield: 770 mg, 85%. 1H NMR (CDCl3, 500 MHz): δH (ppm)=6.94 (dd, J=1.9, 0.9 Hz, 1H), 7.51-7.55 (m, 1H), 7.58 (dd, J=8.2, 0.6 Hz, 1H), 8.11-8.17 (m, 2H), 9.00 (dd, J=2.2, 0.9 Hz, 1H), 10.06 (s, 1H); 13C NMR (CDCl3, 125 MHz): δC (ppm)=108.5, 120.0, ... Reactants: COC(C)(C)C, COc1cc(C#N)ccc1CN1C(=O)c2ccccc2C1=O, C1CCOC1, Cl, NN, O. The product is COc1cc(C#N)ccc1CN. Reaction SMILES: [C:32]([O:33][CH3:34])([CH3:35])([CH3:36])[CH3:37].[C:4]1(=[O:5])[N:8]([CH2:9][c:10]2[c:11]([O:18][CH3:19])[cH:12][c:13]([C:14]#[N:15])[cH:16][cH:17]2)[C:6](=[O:7])[c:20]2[cH:21][cH:22][cH:23][cH:24][c:25]21.[CH2:27]1[O:28][CH2:29][CH2:30][CH2:31]1.[ClH:26].[NH2:2][NH2:3].[OH2:1]>>[NH2:8][CH2:9][c:10]1[c:11]([O:18][CH3:19])[cH:12][c:13]([C:14]#[N:15])[cH:16][cH:17]1.